Dataset: the Open Reaction Database (ORD), a public repository of structured organic reaction records. Task: describe an organic reaction: reactants, conditions, products, and yield Starting materials: O=C(NCC=1C=CC=CC1)C2=CC=C(OC)C=C2. The reagents and catalysts are O1B(OC(C)(C)C1(C)C)B2OC(C)(C)C(O2)(C)C, O=C(NC1=CC=CC2=C1NC(=C2C)C)C=3C=NC(=CC3)C4=NC=CC=C4, C[OH2+].C[OH2+].C1CC=CCCC=C1.C1CC=CCCC=C1.[Ir].[Ir]. Solvent: O1CCCC1. Conditions: temperature 60 celsius, time 96 hour. Product: O=C(NCC=1C=CC=CC1)C2=CC=C(OC)C=C2B3OC(C)(C)C(O3)(C)C. Yield: 43.0%. Procedure: Isolated by chromatography using deactivated silica gel and ethyl acetate and petroleum ether (10:1 to 1:1) as the eluent. Reactants: CCOC(C)=O, O=C1Nc2ccccc2N(C(=O)CCl)c2ccccc21, C1CCN(CC2CCCNC2)CC1. Product: O=C1Nc2ccccc2N(C(=O)CN2CCCC(CN3CCCCC3)C2)c2ccccc21. As a reaction SMILES: [CH3:34][CH2:35][O:36][C:37](=[O:38])[CH3:39].[Cl:1][CH2:2][C:3](=[O:4])[N:5]1[c:6]2[c:7]([cH:17][cH:18][cH:19][cH:20]2)[NH:8][C:9](=[O:16])[c:10]2[c:11]1[cH:12][cH:13][cH:14][cH:15]2.[N:21]1([CH2:27][CH:28]2[CH2:29][NH:30][CH2:31][CH2:32][CH2:33]2)[CH2:22][CH2:23][CH2:24][CH2:25][CH2:26]1>>[CH2:2]([C:3](=[O:4])[N:5]1[c:6]2[c:7]([cH:17][cH:18][cH:19][cH:20]2)[NH:8][C:9](=[O:16])[c:10]2[c:11]1[cH:12][cH:13][cH:14][cH:15]2)[N:30]1[CH2:29][CH:28]([CH2:27][N:21]2[CH2:22][CH2:23][CH2:24][CH2:25][CH2:26]2)[CH2:33][CH2:32][CH2:31]1. Reactants: ice, NCC1=CC=C2C(=C(N(C(C2=C1)=O)C)C(C(=O)OC)OC(C)(C)C)C1=CC(=C(C=C1)C)C (methyl 2-(7-(aminomethyl)-4-(3,4-dimethylphenyl)-2-methyl-1-oxo-1,2-dihydroisoquinolin-3-yl)-2-(tert-butoxy)acetate), CCN(C(C)C)C(C)C (DIEA), ClC(C(=O)OC)=O (methyl 2-chloro-2-oxoacetate), O1CCCC1 (tetrahydrofuran). Reaction conditions: time 40 minute. Product: C(C)(C)(C)OC(C(=O)O)C=1N(C(C2=CC(=CC=C2C1C1=CC(=C(C=C1)C)C)CNC(=O)C(=O)O)=O)C (2-(tert-butoxy)-2-(7-((carboxyformamido)methyl)-4-(3,4-dimethylphenyl)-2-methyl-1-oxo-1,2-dihydroisoquinolin-3-yl)acetic acid). The yield is 61.2%. RXN SMILES: [NH2:1][CH2:2][C:3]1[CH:12]=[C:11]2[C:6]([C:7]([C:25]3[CH:30]=[CH:29][C:28]([CH3:31])=[C:27]([CH3:32])[CH:26]=3)=[C:8]([CH:15]([O:20][C:21]([CH3:24])([CH3:23])[CH3:22])[C:16](OC)=[O:17])[N:9]([CH3:14])[C:10]2=[O:13])=[CH:5][CH:4]=1.CCN(C(C)C)C(C)C.Cl[C:43](=[O:48])[C:44]([O:46]C)=[O:45].[O:49]1CCCC1>>[C:21]([O:20][CH:15]([C:8]1[N:9]([CH3:14])[C:10](=[O:13])[C:11]2[C:6]([C:7]=1[C:25]1[CH:30]=[CH:29][C:28]([CH3:31])=[C:27]([CH3:32])[CH:26]=1)=[CH:5][CH:4]=[C:3]([CH2:2][NH:1][C:43]([C:44]([OH:46])=[O:45])=[O:48])[CH:12]=2)[C:16]([OH:49])=[O:17])([CH3:23])([CH3:24])[CH3:22]. Reported procedure: An ice cold solution of methyl 2-(7-(aminomethyl)-4-(3,4-dimethylphenyl)-2-methyl-1-oxo-1,2-dihydroisoquinolin-3-yl)-2-(tert-butoxy)acetate (25 mg, 0.057 mmol) in tetrahydrofuran (THF) (1.000 mL) was treated with DIEA (0.015 mL, 0.086 mmol) and methyl 2-chloro-2-oxoacetate (6.35 μL, 0.069 mmol). After stirring for 40 min, the reaction was quenched with sat. NaHCO3, extracted with EtOAc, washed with sat. NaHCO3, Brine, dried with Na2SO4, filtered, and concentrated. The residue was hydrolyzed in a... Procedure: To a solution of ammonium acetate (1258 g) in methanol (8.54 () were added 2-(1-ethoxycarbonyl-1-methylethoxyimino)propanedinitrile (854 g) and 28% ammonia water (568 ml). After the mixture was stirred at 20° C. for 15 hours, methanol was evaporated under reduced pressure. The residue was dissolved in a mixture of water (8 l) and tetrahydrofuran (8 l). After the aqueous layer was saturated with sodium chloride, the organic layer was separated and dried over magnesium sulfate. Acetic acid (368 g)... The yield is 59.0%. RXN SMILES: [C:1]([O-:4])(=[O:3])[CH3:2].[NH4+:5].[CH2:6]([O:8][C:9]([C:11]([CH3:20])([O:13][N:14]=[C:15]([C:18]#[N:19])[C:16]#[N:17])[CH3:12])=[O:10])[CH3:7].O.N>CO>[C:1]([OH:4])(=[O:3])[CH3:2].[C:18]([C:15](=[N:14][O:13][C:11]([C:9]([O:8][CH2:6][CH3:7])=[O:10])([CH3:12])[CH3:20])[C:16]([NH2:5])=[NH:17])#[N:19] |f:0.1,3.4,6.7|. Solvent: CO (methanol). Reactants: C(C)(=O)[O-].[NH4+] (ammonium acetate), C(C)OC(=O)C(C)(ON=C(C#N)C#N)C (2-(1-ethoxycarbonyl-1-methylethoxyimino)propanedinitrile), O.N (ammonia water). The product is C(C)(=O)O.C(#N)C(C(=N)N)=NOC(C)(C)C(=O)OCC (2-cyano-2-(1-ethoxycarbonyl-1-methylethoxyimino)acetamidine acetate). Conditions: temperature 20 celsius, time 15 hour. Starting materials: BrCCCCCCC1=C(C(=CC=C1)O)O (1-(6-bromohexyl)-2,3-dihydroxybenzene), Cl(=O)(=O)(=O)O (perchloric acid). Solvent: C(C)(=O)OCC (ethyl acetate), C(C)(=O)OC(C)=O (acetic anhydride). Reaction conditions: time 1.5 hour. Yields the product BrCCCCCCC1=C(C(=CC=C1)OC(C)=O)OC(C)=O (1-(6-bromohexyl)-2,3-bis(acetyloxy)benzene). Isolated yield 191.5%. Reaction SMILES: [Br:1][CH2:2][CH2:3][CH2:4][CH2:5][CH2:6][CH2:7][C:8]1[CH:13]=[CH:12][CH:11]=[C:10]([OH:14])[C:9]=1[OH:15].Cl(O)(=O)(=O)=O>C(OCC)(=O)C.C(OC(=O)C)(=O)C>[Br:1][CH2:2][CH2:3][CH2:4][CH2:5][CH2:6][CH2:7][C:8]1[CH:13]=[CH:12][CH:11]=[C:10]([O:14][C:10](=[O:14])[CH3:11])[C:9]=1[O:15][C:9](=[O:15])[CH3:8]. Procedure details: To 1.0 g (3.8 mmol) of 1-(6-bromohexyl)-2,3-dihydroxybenzene in 150 mL of ethyl acetate and 15 mL of acetic anhydride was added 0.03 mL of 70% perchloric acid. The solution was left at room temperature for 1.5 hours and then was washed with sodium bicarbonate solution. After drying, the organic layer was concentrated to give 1.3 g of 1-(6-bromohexyl)-2,3-bis(acetyloxy)benzene as an oil. Reactants: CC(C)(C)OC(=O)C(Cc1ccc(O)cc1)NC(=O)OCC1c2ccccc2-c2ccccc21, C1CCOC1, c1ccc(P(c2ccccc2)c2ccccc2)cc1, OCc1ccccn1. As a reaction SMILES: [C:1]([CH3:2])([CH3:3])([CH3:4])[O:5][C:6]([CH:7]([CH2:8][c:9]1[cH:10][cH:11][c:12]([OH:15])[cH:13][cH:14]1)[NH:16][C:17](=[O:18])[O:19][CH2:20][CH:21]1[c:22]2[cH:23][cH:24][cH:25][cH:26][c:27]2-[c:28]2[cH:29][cH:30][cH:31][cH:32][c:33]21)=[O:34].[CH2:62]1[O:63][CH2:64][CH2:65][CH2:66]1.[c:43]1([P:44]([c:45]2[cH:46][cH:47][cH:48][cH:49][cH:50]2)[c:51]2[cH:52][cH:53][cH:54][cH:55][cH:56]2)[cH:57][cH:58][cH:59][cH:60][cH:61]1.[n:35]1[c:36]([CH2:41][OH:42])[cH:37][cH:38][cH:39][cH:40]1>>[C:1]([CH3:2])([CH3:3])([CH3:4])[O:5][C:6]([CH:7]([CH2:8][c:9]1[cH:10][cH:11][c:12]([O:15][CH2:41][c:36]2[n:35][cH:40][cH:39][cH:38][cH:37]2)[cH:13][cH:14]1)[NH:16][C:17](=[O:18])[O:19][CH2:20][CH:21]1[c:22]2[cH:23][cH:24][cH:25][cH:26][c:27]2-[c:28]2[cH:29][cH:30][cH:31][cH:32][c:33]21)=[O:34]. The product is CC(C)(C)OC(=O)C(Cc1ccc(OCc2ccccn2)cc1)NC(=O)OCC1c2ccccc2-c2ccccc21. Reaction conditions: time 2 hour. The yield is 102.1%. The solvent is C1=CC=CC=C1 (benzene), C1=CC=CC=C1 (benzene). Procedure: To a refluxing solution of 4.3 g of (-)-cis-2-(4-methoxyphenyl)-3-hydroxy-5-[2-(N-benzyl-N-methylamino)ethyl]-8-chloro-2,3-dihydro-1,5-benzothiazepin-4(5H)-one in 50 ml of benzene, a solution of 4.55 g of benzyloxycarbonyl chloride in 10 ml of benzene is added dropwise for 15 minutes. The mixture is refluxed for one hour, and said mixture is evaporated under reduced pressure to remove solvent. 30 ml of ethanol and 50 ml of an aqueous sodium hydroxide solution are added to the residue, and the mi... As a reaction SMILES: [CH3:1][O:2][C:3]1[CH:8]=[CH:7][C:6]([C@H:9]2[C@@H:15]([OH:16])[C:14](=[O:17])[N:13]([CH2:18][CH2:19][N:20](CC3C=CC=CC=3)[CH3:21])[C:12]3[CH:29]=[CH:30][C:31]([Cl:33])=[CH:32][C:11]=3[S:10]2)=[CH:5][CH:4]=1.[CH2:34]([O:41][C:42](Cl)=[O:43])[C:35]1[CH:40]=[CH:39][CH:38]=[CH:37][CH:36]=1>C1C=CC=CC=1>[CH3:1][O:2][C:3]1[CH:4]=[CH:5][C:6]([C@H:9]2[C@@H:15]([OH:16])[C:14](=[O:17])[N:13]([CH2:18][CH2:19][N:20]([C:42]([O:41][CH2:34][C:35]3[CH:40]=[CH:39][CH:38]=[CH:37][CH:36]=3)=[O:43])[CH3:21])[C:12]3[CH:29]=[CH:30][C:31]([Cl:33])=[CH:32][C:11]=3[S:10]2)=[CH:7][CH:8]=1. The reactants are COC1=CC=C(C=C1)[C@@H]1SC2=C(N(C([C@@H]1O)=O)CCN(C)CC1=CC=CC=C1)C=CC(=C2)Cl ((-)-cis-2-(4-methoxyphenyl)-3-hydroxy-5-[2-(N-benzyl-N-methylamino)ethyl]-8-chloro-2,3-dihydro-1,5-benzothiazepin-4(5H)-one), C(C1=CC=CC=C1)OC(=O)Cl (benzyloxycarbonyl chloride). The product is COC1=CC=C(C=C1)[C@@H]1SC2=C(N(C([C@@H]1O)=O)CCN(C)C(=O)OCC1=CC=CC=C1)C=CC(=C2)Cl ((-)-cis-2-(4-methoxyphenyl)-3-hydroxy-5-[2-(N-benzyloxycarbonyl-N-methylamino)ethyl]-8-chloro-2,3-dihydro-1,5-benzothiazepin-4(5H)-one).